This data is from the Open Reaction Database (ORD), a public repository of structured organic reaction records. The task is: describe an organic reaction: reactants, conditions, products, and yield Starting materials: CCO, [Na+], [OH-], CCOC(=O)CC1(c2ccccc2)CC1c1ccc(OCCc2ccc3c(n2)NCCC3)cc1. Yields the product O=C(O)CC1(c2ccccc2)CC1c1ccc(OCCc2ccc3c(n2)NCCC3)cc1. As a reaction SMILES: [CH3:37][CH2:38][OH:39].[Na+:36].[OH-:35].[c:1]1([C:7]2([CH2:29][C:30](=[O:31])[O:32][CH2:33][CH3:34])[CH:8]([c:10]3[cH:11][cH:12][c:13]([O:16][CH2:17][CH2:18][c:19]4[n:20][c:21]5[c:26]([cH:27][cH:28]4)[CH2:25][CH2:24][CH2:23][NH:22]5)[cH:14][cH:15]3)[CH2:9]2)[cH:2][cH:3][cH:4][cH:5][cH:6]1>>[c:1]1([C:7]2([CH2:29][C:30](=[O:31])[OH:32])[CH:8]([c:10]3[cH:11][cH:12][c:13]([O:16][CH2:17][CH2:18][c:19]4[n:20][c:21]5[c:26]([cH:27][cH:28]4)[CH2:25][CH2:24][CH2:23][NH:22]5)[cH:14][cH:15]3)[CH2:9]2)[cH:2][cH:3][cH:4][cH:5][cH:6]1. The reactants are Cl (Hydrochloric acid), BrC=1C=C2COC(=O)C2=CC1 (5-Bromophthalide), CO.C[O-].[Na+] (Sodium methoxide methanol), FC1=CC=C(C=C1)O (4-fluorophenol). Solvent: CN(C)C=O (DMF). Run at temperature 120 celsius. Product: BrC1=CC(=C(C(=O)O)C=C1)COC1=CC=C(C=C1)F (4-bromo-2-(4-fluorophenoxy)methylbenzoic acid). Isolated yield 36.9%. RXN SMILES: [Br:1][C:2]1[CH:3]=[C:4]2[C:9](=[CH:10][CH:11]=1)[C:7](=[O:8])[O:6][CH2:5]2.[F:12][C:13]1[CH:18]=[CH:17][C:16]([OH:19])=[CH:15][CH:14]=1.CO.C[O-].[Na+].Cl>CN(C=O)C>[Br:1][C:2]1[CH:11]=[CH:10][C:9]([C:7]([OH:6])=[O:8])=[C:4]([CH2:5][O:19][C:16]2[CH:17]=[CH:18][C:13]([F:12])=[CH:14][CH:15]=2)[CH:3]=1 |f:2.3.4|. Procedure: [step 1] 5-Bromophthalide (6.00 g, 28.2 mmol) was dissolved in DMF (10 mL), 4-fluorophenol (3.15 g, 28.2 Jinni) was added, and the mixture was heated to 120° C. 28% Sodium methoxide methanol solution (5.5 mL, 28.2 mmol) was added and the mixture was stirred with heating for 4 hr. 2 mol/L Hydrochloric acid was added dropwise to the reaction mixture to neutralize the reaction mixture, and the mixture was extracted 3 times with chloroform. The combined organic layer was dried over anhydrous magnesi... Reactants: O (water), FC1=CC=C(C=C1)C1=C(C(=NN1C1=NC=CC=C1)C(C)C)/C=C/CO (trans-3-[5-(4-Fluorophenyl)-3-(1-methylethyl)-1-(2-pyridinyl)-1H-pyrazol-4-yl]-2-propen-1-ol). Reagents/catalysts: [Mn] (Manganese). Run in C1(=CC=CC=C1)C (toluene). Run at time 24 hour. The product is FC1=CC=C(C=C1)C1=C(C(=NN1C1=NC=CC=C1)C(C)C)/C=C/C=O (trans-3-[5-(4-Fluorophenyl)-3-(1-methylethyl)-1-(2-pyridinyl)-1H-pyrazol-4-yl]-2-propenal). Isolated yield 97.0%. As a reaction SMILES: O.[F:2][C:3]1[CH:8]=[CH:7][C:6]([C:9]2[N:13]([C:14]3[CH:19]=[CH:18][CH:17]=[CH:16][N:15]=3)[N:12]=[C:11]([CH:20]([CH3:22])[CH3:21])[C:10]=2/[CH:23]=[CH:24]/[CH2:25][OH:26])=[CH:5][CH:4]=1>C1(C)C=CC=CC=1.[Mn]>[F:2][C:3]1[CH:4]=[CH:5][C:6]([C:9]2[N:13]([C:14]3[CH:19]=[CH:18][CH:17]=[CH:16][N:15]=3)[N:12]=[C:11]([CH:20]([CH3:22])[CH3:21])[C:10]=2/[CH:23]=[CH:24]/[CH:25]=[O:26])=[CH:7][CH:8]=1. Procedure details: Manganese IV dioxide (72.2 g, 0.83 mol) was suspended in toluene and refluxed for four hours with azeotropic removal of water. The unsaturated alcohol (28 g, 0.083 mol, Step B) was added and heating to reflux continued for 24 hours. The suspension was then cooled to room temperature and filtered through a bed of silica. The filtrate was concentrated in-vacuo to give 27.0 g of pure product (98%), mp 105°-107° C. The reactants are Cl.COC(CCN)=O (3-aminopropionic acid methyl ester hydrochloride), ON1N=NC2=C1C=CC=C2 (1-hydoxybenzotriazole), Cl.C(C)N=C=NCCCN(C)C (1-ethyl-3-(3-dimethylaminopropyl)carbodiimide hydrochloride), ClC1=CC=C(C=C1)N(C=1SC=C(N1)C1=CC=C(C=C1)OC(F)(F)F)CC1=CC=C(C(=O)O)C=C1 (4-({(4-Chlorophenyl)-[4-(4-trifluoromethoxyphenyl)thiazol-2-yl]amino}methyl)benzoic acid). Solvent: CN(C)C=O (DMF), C(C)(=O)OCC (Ethyl acetate). Conditions: time 1.5 hour. Product: COC(CCNC(C1=CC=C(C=C1)CN(C=1SC=C(N1)C1=CC=C(C=C1)OC(F)(F)F)C1=CC=C(C=C1)Cl)=O)=O (3-[4-({(4-chlorophenyl)-[4-(4-trifluoromethoxyphenyl)thiazol-2-yl]amino}methyl)benzoylamino]propionic acid methyl ester). Isolated yield 109.3%. As a reaction SMILES: [Cl:1][C:2]1[CH:7]=[CH:6][C:5]([N:8]([CH2:25][C:26]2[CH:34]=[CH:33][C:29]([C:30]([OH:32])=O)=[CH:28][CH:27]=2)[C:9]2[S:10][CH:11]=[C:12]([C:14]3[CH:19]=[CH:18][C:17]([O:20][C:21]([F:24])([F:23])[F:22])=[CH:16][CH:15]=3)[N:13]=2)=[CH:4][CH:3]=1.ON1C2C=CC=CC=2N=N1.Cl.C(N=C=NCCCN(C)C)C.Cl.[CH3:58][O:59][C:60](=[O:64])[CH2:61][CH2:62][NH2:63]>CN(C=O)C.C(OCC)(=O)C>[CH3:58][O:59][C:60](=[O:64])[CH2:61][CH2:62][NH:63][C:30](=[O:32])[C:29]1[CH:33]=[CH:34][C:26]([CH2:25][N:8]([C:5]2[CH:6]=[CH:7][C:2]([Cl:1])=[CH:3][CH:4]=2)[C:9]2[S:10][CH:11]=[C:12]([C:14]3[CH:15]=[CH:16][C:17]([O:20][C:21]([F:22])([F:24])[F:23])=[CH:18][CH:19]=3)[N:13]=2)=[CH:27][CH:28]=1 |f:2.3,4.5|. Reported procedure: 4-({(4-Chlorophenyl)-[4-(4-trifluoromethoxyphenyl)thiazol-2-yl]amino}methyl)benzoic acid (47 g, 93 mmol) was dissolved in DMF (500 mL) and 1-hydoxybenzotriazole (18.9 g, 140 mmol) and 1-ethyl-3-(3-dimethylaminopropyl)carbodiimide hydrochloride (26.7 g, 140 mmol) were added and the mixture was stirred at room temperature for 1.5 hours. Di PEA (i 9.1 mL, 111 mmol) and 3-aminopropionic acid methyl ester hydrochloride (15.5 g, 111 mmol) were added to the mixture and the resulting mixture was stirred...